This data is from the Open Reaction Database (ORD), a public repository of structured organic reaction records. The task is: describe an organic reaction: reactants, conditions, products, and yield Starting materials: C(C1=CC=CC=C1)OC1C(C(NC(C1)(C)CC)(C)CC)C (4-benzyloxy-2,6-diethyl-2,3,6-trimethylpiperidine), C=O (formalin), aqueous solution, C([O-])(O)=O.[Na+] (sodium bicarbonate). Run in C(=O)O (formic acid). The product is C(C1=CC=CC=C1)OC1C(C(N(C(C1)(C)CC)C)(C)CC)C (4-benzyloxy-2,6-diethyl-1,2,3,6-tetramethylpiperidine). As a reaction SMILES: [CH2:1]([O:8][CH:9]1[CH2:14][C:13]([CH2:16][CH3:17])([CH3:15])[NH:12][C:11]([CH2:19][CH3:20])([CH3:18])[CH:10]1[CH3:21])[C:2]1[CH:7]=[CH:6][CH:5]=[CH:4][CH:3]=1.C=O.[C:24](=O)(O)[O-].[Na+]>C(O)=O>[CH2:1]([O:8][CH:9]1[CH2:14][C:13]([CH2:16][CH3:17])([CH3:15])[N:12]([CH3:24])[C:11]([CH2:19][CH3:20])([CH3:18])[CH:10]1[CH3:21])[C:2]1[CH:3]=[CH:4][CH:5]=[CH:6][CH:7]=1 |f:2.3|. Procedure: To 1.0 g of 4-benzyloxy-2,6-diethyl-2,3,6-trimethylpiperidine (Compound 95 - prepared as described in Preparation 5) were added 0.52 g of formic acid and 1.22 g of 37 % formalin at 0° - 5° C. The mixture was stirred at room temperature and then refluxed by heating for 3 hours. When the reaction was complete, the reaction mixture was adjusted to a pH value of 8.0 by addition of a 5 % aqueous solution of sodium bicarbonate; the mixture was then extracted with ethyl acetate. The extract was dried o... Reactants: BrC1=CC(=C(C=C1)C1CC(=NN1C1=C(C=CC=C1)Cl)C(O)(C(F)(F)F)C(F)(F)F)F (5-(4-Bromo-2-fluoro-phenyl)-1-(2-chloro-phenyl)-3-[di-(trifluoromethyl)-hydroxy-methyl]-4,5-dihydro-1H-pyrazole), CSC=1C=C(C=CC1)B(O)O (3-methylthiophenylboronic acid), C([O-])([O-])=O.[K+].[K+] (potassium carbonate). The reagents and catalysts are C1=CC=C(C=C1)P([C-]2C=CC=C2)C3=CC=CC=C3.C1=CC=C(C=C1)P([C-]2C=CC=C2)C3=CC=CC=C3.Cl[Pd]Cl.[Fe+2] (Pd(dppf)Cl2). The solvent is O1CCOCC1 (1,4-dioxane). Conditions: temperature 90 celsius, time 2 hour. Yields the product ClC1=C(C=CC=C1)N1N=C(CC1C1=C(C=C(C=C1)C1=CC(=CC=C1)SC)F)C(O)(C(F)(F)F)C(F)(F)F (1-(2-chloro-phenyl)-5-(3-fluoro-3′-methylsulfanyl-biphenyl-4-yl)-3-[di-(trifluoromethyl)-hydroxy-methyl]-4,5-dihydro-1H-pyrazole). Yield: 35.5%. RXN SMILES: Br[C:2]1[CH:7]=[CH:6][C:5]([CH:8]2[N:12]([C:13]3[CH:18]=[CH:17][CH:16]=[CH:15][C:14]=3[Cl:19])[N:11]=[C:10]([C:20]([C:26]([F:29])([F:28])[F:27])([C:22]([F:25])([F:24])[F:23])[OH:21])[CH2:9]2)=[C:4]([F:30])[CH:3]=1.[CH3:31][S:32][C:33]1[CH:34]=[C:35](B(O)O)[CH:36]=[CH:37][CH:38]=1.C(=O)([O-])[O-].[K+].[K+]>C1C=CC(P(C2C=CC=CC=2)[C-]2C=CC=C2)=CC=1.C1C=CC(P(C2C=CC=CC=2)[C-]2C=CC=C2)=CC=1.Cl[Pd]Cl.[Fe+2].O1CCOCC1>[Cl:19][C:14]1[CH:15]=[CH:16][CH:17]=[CH:18][C:13]=1[N:12]1[CH:8]([C:5]2[CH:6]=[CH:7][C:2]([C:37]3[CH:36]=[CH:35][CH:34]=[C:33]([S:32][CH3:31])[CH:38]=3)=[CH:3][C:4]=2[F:30])[CH2:9][C:10]([C:20]([C:26]([F:27])([F:28])[F:29])([C:22]([F:23])([F:24])[F:25])[OH:21])=[N:11]1 |f:2.3.4,5.6.7.8|. Reported procedure: 5-(4-Bromo-2-fluoro-phenyl)-1-(2-chloro-phenyl)-3-[di-(trifluoromethyl)-hydroxy-methyl]-4,5-dihydro-1H-pyrazole (50.0 mg, 0.10 mmol) prepared in Step 5 of Preparation 19, 3-methylthiophenylboronic acid (17.8 mg, 0.11 mmol), potassium carbonate (40.0 mg, 0.29 mmol), and Pd(dppf)Cl2 (7.0 mg, cat.) were added to a mixed solvent of 1,4-dioxane (750.0 uL) and distilled water (150.0 uL). The reaction mixture was stirred for 15 minutes, additionally at 90° C. for 2 hours, and then ethyl acetate was add... Reactants: CC(C)=O, CC(C)O, O, CS(=O)(=O)Nc1ccccc1OC1CCCCC1O. Product: CS(=O)(=O)Nc1ccccc1OC1CCCCC1=O. Reaction SMILES: [CH3:1][C:2](=[O:3])[CH3:4].[CH:24]([OH:25])([CH3:26])[CH3:27].[OH2:28].[OH:5][CH:6]1[CH:7]([O:12][c:13]2[c:14]([NH:19][S:20](=[O:21])(=[O:22])[CH3:23])[cH:15][cH:16][cH:17][cH:18]2)[CH2:8][CH2:9][CH2:10][CH2:11]1>>[O:5]=[C:6]1[CH:7]([O:12][c:13]2[c:14]([NH:19][S:20](=[O:21])(=[O:22])[CH3:23])[cH:15][cH:16][cH:17][cH:18]2)[CH2:8][CH2:9][CH2:10][CH2:11]1. Starting materials: CCOC(=O)C (EtOAc), OC1=C(C(N(C2=CC(=CC=C12)C(=O)OC)C)=O)C(=O)O (4-hydroxy-7-(methoxycarbonyl)-1-methyl-2-oxo-1,2-dihydroquinoline-3-carboxylic acid), Cl.C(C1=CC=CC=C1)OC(CN)=O (glycine benzyl ester hydrochloride), C(C)(C)N(CC)C(C)C (diisopropylethylamine). Solvent: CN(C)C=O (DMF), O (H2O), C(Cl)Cl (DCM). Reaction conditions: time 24 hour. Yields the product C(C1=CC=CC=C1)OC(CNC(=O)C=1C(N(C2=CC(=CC=C2C1O)C(=O)OC)C)=O)=O (methyl 3-((2-(benzyloxy)-2-oxoethyl)carbamoyl)-4-hydroxy-1-methyl-2-oxo-1,2-dihydroquinoline-7-carboxylate). Isolated yield 27.5%. Reaction SMILES: [OH:1][C:2]1[C:11]2[C:6](=[CH:7][C:8]([C:12]([O:14][CH3:15])=[O:13])=[CH:9][CH:10]=2)[N:5]([CH3:16])[C:4](=[O:17])[C:3]=1[C:18](O)=[O:19].Cl.[CH2:22]([O:29][C:30](=[O:33])[CH2:31][NH2:32])[C:23]1[CH:28]=[CH:27][CH:26]=[CH:25][CH:24]=1.C(N(C(C)C)CC)(C)C.CCOC(C)=O>CN(C=O)C.O.C(Cl)Cl>[CH2:22]([O:29][C:30](=[O:33])[CH2:31][NH:32][C:18]([C:3]1[C:4](=[O:17])[N:5]([CH3:16])[C:6]2[C:11]([C:2]=1[OH:1])=[CH:10][CH:9]=[C:8]([C:12]([O:14][CH3:15])=[O:13])[CH:7]=2)=[O:19])[C:23]1[CH:28]=[CH:27][CH:26]=[CH:25][CH:24]=1 |f:1.2|. Reported procedure: 4-hydroxy-7-(methoxycarbonyl)-1-methyl-2-oxo-1,2-dihydroquinoline-3-carboxylic acid (107 mg, 386 μmol), glycine benzyl ester hydrochloride (117 mg, 579 μmol), pybop (603 mg, 1158 μmol), and diisopropylethylamine (403 μl, 2316 μmol) were dissolved in DMF and stirred at room temperature for 24 hours. The reaction mixture was diluted with H2O and DCM, the layers were separated and the aqueous layer was extracted with DCM (3×), the organics were washed with H2O (2×) and dried over MgSO4, filtered an... The reactants are FC1=CC2=C(C(=NO2)C2CCN(CC2)CCN)C=C1 (2-[4-(6-fluoro-1,2-benzisoxazol-3-yl)-1-piperidinyl]ethylamine), BrC1(C(C=C(C=C1)O[Si](C(C)C)(C(C)C)C(C)C)(C)Br)C (1,2-dibromo-4-(triisopropylsilyl)oxy-xylene), C(=O)([O-])[O-].[K+].[K+] (K2CO3). The solvent is C(C)#N (acetonitrile). Reaction conditions: time 18 hour. The product is C(\C=C\C(=O)O)(=O)O.C(\C=C\C(=O)O)(=O)O.FC1=CC2=C(C(=NO2)C2CCN(CC2)CCN2CC3=CC=C(C=C3C2)O[Si](C(C)C)(C(C)C)C(C)C)C=C1 (N-[2-[4-(6-Fluoro-1,2-benzisoxazol-3-yl)-1-piperidinyl]ethyl]-2,3-dihydro-5-(triisopropylsilyl)oxy-1H-isoindole difumarate). As a reaction SMILES: [F:1][C:2]1[CH:19]=[CH:18][C:5]2[C:6]([CH:9]3[CH2:14][CH2:13][N:12]([CH2:15][CH2:16][NH2:17])[CH2:11][CH2:10]3)=[N:7][O:8][C:4]=2[CH:3]=1.Br[C:21]1([CH3:40])[CH:26]=[CH:25][C:24]([O:27][Si:28]([CH:35]([CH3:37])[CH3:36])([CH:32]([CH3:34])[CH3:33])[CH:29]([CH3:31])[CH3:30])=[CH:23][C:22]1(Br)[CH3:38].[C:41]([O-:44])([O-:43])=O.[K+].[K+]>C(#N)C>[C:4]([OH:27])(=[O:8])/[CH:5]=[CH:18]/[C:41]([OH:44])=[O:43].[C:24]([OH:27])(=[O:8])/[CH:25]=[CH:26]/[C:41]([OH:44])=[O:43].[F:1][C:2]1[CH:19]=[CH:18][C:5]2[C:6]([CH:9]3[CH2:14][CH2:13][N:12]([CH2:15][CH2:16][N:17]4[CH2:38][C:22]5[C:21](=[CH:26][CH:25]=[C:24]([O:27][Si:28]([CH:32]([CH3:34])[CH3:33])([CH:29]([CH3:31])[CH3:30])[CH:35]([CH3:36])[CH3:37])[CH:23]=5)[CH2:40]4)[CH2:11][CH2:10]3)=[N:7][O:8][C:4]=2[CH:3]=1 |f:2.3.4,6.7.8|. Procedure: A mixture of 2-[4-(6-fluoro-1,2-benzisoxazol-3-yl)-1-piperidinyl]ethylamine (1.52 g, 5.73 mmol), 1,2-dibromo-4-(triisopropylsilyl)oxy-xylene (2.4 g, 5.7 mmol) and K2CO3 (1.8 g, 13 mmol) in acetonitrile (300 ml) was stirred overnight (18 hours) at room temperature. The mixture was filtered and the solvent was stripped. The residue was purified by flash chromatography over a silica gel column (7 gm of SiO2 ; eluted with 1-3% CH3OH in dichloromethane. The product thus purified (weight: 900 mg) was ... The reactants are C(C1=CC=CC=C1)N1C(=CC2=NC(=CC=C21)Cl)Br (1-benzyl-2-bromo-5-chloro-1H-pyrrolo[3,2-b]pyridine), CN1C=NC(=C1)[Sn](CCCC)(CCCC)CCCC (1-methyl-4-(tributylstannyl)-1H-imidazole). Reagents/catalysts: C=1C=CC(=CC1)[P](C=2C=CC=CC2)(C=3C=CC=CC3)[Pd]([P](C=4C=CC=CC4)(C=5C=CC=CC5)C=6C=CC=CC6)([P](C=7C=CC=CC7)(C=8C=CC=CC8)C=9C=CC=CC9)[P](C=1C=CC=CC1)(C=1C=CC=CC1)C=1C=CC=CC1 (Tetrakis(triphenylphosphine)palladium(0)). Solvent: C1(=CC=CC=C1)C (toluene). Reaction conditions: temperature 110 celsius. The product is C(C1=CC=CC=C1)N1C(=CC2=NC(=CC=C21)Cl)C=2N=CN(C2)C (1-benzyl-5-chloro-2-(1-methyl-1H-imidazol-4-yl)-1H-pyrrolo[3,2-b]pyridine). As a reaction SMILES: [CH2:1]([N:8]1[C:16]2[C:11](=[N:12][C:13]([Cl:17])=[CH:14][CH:15]=2)[CH:10]=[C:9]1Br)[C:2]1[CH:7]=[CH:6][CH:5]=[CH:4][CH:3]=1.[CH3:19][N:20]1[CH:24]=[C:23]([Sn](CCCC)(CCCC)CCCC)[N:22]=[CH:21]1>C1(C)C=CC=CC=1.C1C=CC([P]([Pd]([P](C2C=CC=CC=2)(C2C=CC=CC=2)C2C=CC=CC=2)([P](C2C=CC=CC=2)(C2C=CC=CC=2)C2C=CC=CC=2)[P](C2C=CC=CC=2)(C2C=CC=CC=2)C2C=CC=CC=2)(C2C=CC=CC=2)C2C=CC=CC=2)=CC=1>[CH2:1]([N:8]1[C:16]2[C:11](=[N:12][C:13]([Cl:17])=[CH:14][CH:15]=2)[CH:10]=[C:9]1[C:23]1[N:22]=[CH:21][N:20]([CH3:19])[CH:24]=1)[C:2]1[CH:7]=[CH:6][CH:5]=[CH:4][CH:3]=1 |^1:48,50,69,88|. Reported procedure: A mixture of 1-benzyl-2-bromo-5-chloro-1H-pyrrolo[3,2-b]pyridine (0.10 g, 0.31 mmol, from Example 62, Step 2) and 1-methyl-4-(tributylstannyl)-1H-imidazole (0.12 g, 0.31 mmol, Aldrich) in toluene (6.0 mL) was degassed. Tetrakis(triphenylphosphine)palladium(0) (36 mg, 0.031 mmol) was added and the mixture was heated to 110° C. for 7 hours. Toluene was removed in vacuo and the mixture was dissolved in MeCN and filtered. Flash chromatography, eluting with a gradient from 0-70% EtOAc in hexanes affo... The reactants are C=O (paraformaldehyde), [Mg] (magnesium), resultant mixture, Cl (hydrochloric acid), C(C)C1=C(C(=CC(=C1)C)CC)Br (2,6-diethyl-4-methylbromobenzene), C(C)C1=C(C(=CC(=C1)C)CC)Br (2,6-diethyl-4-methylbromobenzene), resultant mixture. The reagents and catalysts are II (iodine), BrCCBr (1,2-dibromoethane), II (iodine), BrCCBr (1,2-dibromoethane). Solvent: O1CCCC1 (tetrahydrofuran). Run at temperature 60 celsius. Yields the product C(C)C1=C(CO)C(=CC(=C1)C)CC (2,6-diethyl-4-methylbenzyl alcohol). Reaction SMILES: [Mg].[CH2:2]([C:4]1[CH:9]=[C:8]([CH3:10])[CH:7]=[C:6]([CH2:11][CH3:12])[C:5]=1Br)[CH3:3].[CH2:14]=[O:15].Cl>II.BrCCBr.O1CCCC1>[CH2:2]([C:4]1[CH:9]=[C:8]([CH3:10])[CH:7]=[C:6]([CH2:11][CH3:12])[C:5]=1[CH2:14][OH:15])[CH3:3]. Reported procedure: Under a nitrogen atmosphere, 11.24 g of magnesium, 200 g of tetrahydrofuran, 0.1 g of iodine and 1.0 g of 1,2-dibromoethane were mixed. This mixture was heated to 60° C. To this mixture, a small amount of 2,6-diethyl-4-methylbromobenzene was added. To this mixture, 0.1 g of iodine and 1.0 g of 1,2-dibromoethane were added. Then, 2,6-diethyl-4-methylbromobenzene (the total amount including the amount added first: 100.12 g) was added dropwise over 2.5 hours. After completion of addition, the resul...